Dataset: the Open Reaction Database (ORD), a public repository of structured organic reaction records. Task: describe an organic reaction: reactants, conditions, products, and yield Reaction SMILES: O.[CH3:2][C:3]([CH3:19])([O:5][C:6]([NH:8][C@H:9]([C:16]([OH:18])=[O:17])[CH2:10][C:11]1[N:15]=[CH:14][NH:13][CH:12]=1)=[O:7])[CH3:4].[Cl:20][C:21]1[CH:26]=[C:25]([Cl:27])[CH:24]=[CH:23][C:22]=1[C:28](=[O:37])[C:29]([C:31]1[CH:36]=[CH:35][CH:34]=[CH:33][CH:32]=1)=[CH2:30]>C(O)C>[Cl:20][C:21]1[CH:26]=[C:25]([Cl:27])[CH:24]=[CH:23][C:22]=1[C:28](=[O:37])[CH:29]([C:31]1[CH:32]=[CH:33][CH:34]=[CH:35][CH:36]=1)[CH2:30][N:13]1[CH:14]=[N:15][C:11]([CH2:10][C@@H:9]([C:16]([OH:18])=[O:17])[NH:8][C:6]([O:5][C:3]([CH3:19])([CH3:2])[CH3:4])=[O:7])=[CH:12]1. Starting materials: O (Water), CC(C)(OC(=O)N[C@@H](CC1=CNC=N1)C(=O)O)C (N-[(1,1-dimethylethoxy)carbonyl]-L-histidine), ClC1=C(C=CC(=C1)Cl)C(C(=C)C1=CC=CC=C1)=O (1-(2,4-dichlorophenyl)-2-phenylpropen-1-one). Yields the product ClC1=C(C=CC(=C1)Cl)C(C(CN1C=C(C[C@H](NC(=O)OC(C)(C)C)C(=O)O)N=C1)C1=CC=CC=C1)=O (1-[3-(2,4-dichlorophenyl)-3-oxo-2-phenylpropyl]-N-[(1,1-dimethylethoxy)carbonyl]-L-histidine). Yield: 100.2%. Solvent: C(C)O (ethanol). Conditions: time 18 hour. Reported procedure: Water was added to a stirred suspension of N-[(1,1-dimethylethoxy)carbonyl]-L-histidine (13.26 g) in ethanol (100 ml) and 1-(2,4-dichlorophenyl)-2-phenylpropen-1-one (14.5 g) until a clear solution was obtained. The clear solution was allowed to stand for 18 hours, and was then concentrated under reduced pressure to yield a foam which was triturated with hexane. The resulting mixture was filtered to yield 1-[3-(2,4-dichlorophenyl)-3-oxo-2-phenylpropyl]-N-[(1,1-dimethylethoxy)carbonyl]-L-histidin... As a reaction SMILES: Br[C:2]1[N:21]=[C:20]([N:22]2[CH2:26][C@@H:25]([CH2:27][OH:28])[C@H:24]([OH:29])[CH2:23]2)[CH:19]=[CH:18][C:3]=1[C:4]([NH:6][C:7]1[CH:12]=[CH:11][C:10]([O:13][C:14]([F:17])([F:16])[F:15])=[CH:9][CH:8]=1)=[O:5].[F:30][C:31]1[CH:32]=[C:33](B(O)O)[CH:34]=[N:35][CH:36]=1>>[F:30][C:31]1[CH:32]=[C:33]([C:19]2[C:20]([N:22]3[CH2:26][C@@H:25]([CH2:27][OH:28])[C@H:24]([OH:29])[CH2:23]3)=[N:21][CH:2]=[C:3]([C:4]([NH:6][C:7]3[CH:12]=[CH:11][C:10]([O:13][C:14]([F:17])([F:16])[F:15])=[CH:9][CH:8]=3)=[O:5])[CH:18]=2)[CH:34]=[N:35][CH:36]=1. Product: FC=1C=C(C=NC1)C=1C(=NC=C(C1)C(=O)NC1=CC=C(C=C1)OC(F)(F)F)N1C[C@H]([C@@H](C1)CO)O (5′-Fluoro-2-(trans-3-hydroxy-4-(hydroxymethyl)pyrrolidin-1-yl)-N-(4-(trifluoromethoxy)phenyl)-[3,3′-bipyridine]-5-carboxamide). Procedure details: The title compound was prepared in an analogous fashion to that described in Example 86 using bromo-6-(trans-3-hydroxy-4-(hydroxymethyl)pyrrolidin-1-yl)-N-(4-(trifluoromethoxy)phenyl)nicotinamide (Stage 92.1) and (5-fluoropyridin-3-yl)boronic acid to afford a white solid. UPLC-MS (Condition 3) tR=0.93 min, m/z=493.2 [M+H], m/z=491.4 [M−H]+, m/z=537.4 [M+ formic acid-H]; 1H-NMR (400 MHz, DMSO-d6) δ ppm 1.99-2.18 (m, 1H) 2.83-2.96 (m, 1H) 3.07-3.18 (m, 1H) 3.18-3.32 (m, 2H) 3.41-3.50 (m, 2H) 3.93-... The reactants are BrC1=C(C(=O)NC2=CC=C(C=C2)OC(F)(F)F)C=CC(=N1)N1C[C@H]([C@@H](C1)CO)O (bromo-6-(trans-3-hydroxy-4-(hydroxymethyl)pyrrolidin-1-yl)-N-(4-(trifluoromethoxy)phenyl)nicotinamide), FC=1C=C(C=NC1)B(O)O ((5-fluoropyridin-3-yl)boronic acid), formic acid-H. Starting materials: O1C(=NC2=C1C=CC=C2)NC2=CC=C(C=C2)CC(=O)OCC (ethyl 4-(2-benzoxazolylamino)phenylacetate), [OH-].[Na+] (NaOH). The solvent is C1CCOC1 (THF), Cl (HCl). Run at time 24 hour. Product: O1C(=NC2=C1C=CC=C2)NC2=CC=C(C=C2)CC(=O)O (4-(2-benzoxazolylamino)phenylacetic acid). Yield: 98.2%. As a reaction SMILES: [O:1]1[C:5]2[CH:6]=[CH:7][CH:8]=[CH:9][C:4]=2[N:3]=[C:2]1[NH:10][C:11]1[CH:16]=[CH:15][C:14]([CH2:17][C:18]([O:20]CC)=[O:19])=[CH:13][CH:12]=1.[OH-].[Na+]>C1COCC1.Cl>[O:1]1[C:5]2[CH:6]=[CH:7][CH:8]=[CH:9][C:4]=2[N:3]=[C:2]1[NH:10][C:11]1[CH:16]=[CH:15][C:14]([CH2:17][C:18]([OH:20])=[O:19])=[CH:13][CH:12]=1 |f:1.2|. Procedure details: In THF (70 mL) was dissolved ethyl 4-(2-benzoxazolylamino)phenylacetate (2.08 g, 7.02 mmol), followed by the addition of 0.25N NaOH (42.0 mL, 10.5 mmol) at room temperature. After stirring for 24 hours, the reaction mixture was poured in 1N HCl (50 ml) at 0° C. The crystals thus precipitated were collected by filtration, whereby 4-(2-benzoxazolylamino)phenylacetic acid (1.85 g, 98%) was obtained as a solid. The reactants are CC(=O)O, CCOC(C)=O, Cc1ccc(Nc2ncccc2[N+](=O)[O-])cc1F, [Fe], O. Yields the product Cc1ccc(Nc2ncccc2N)cc1F. Reaction SMILES: [CH3:20][C:21](=[O:22])[OH:23].[CH3:24][CH2:25][O:26][C:27](=[O:28])[CH3:29].[F:1][c:2]1[cH:3][c:4]([NH:9][c:10]2[n:11][cH:12][cH:13][cH:14][c:15]2[N+:16]([O-:17])=[O:18])[cH:5][cH:6][c:7]1[CH3:8].[Fe:30].[OH2:19]>>[F:1][c:2]1[cH:3][c:4]([NH:9][c:10]2[n:11][cH:12][cH:13][cH:14][c:15]2[NH2:16])[cH:5][cH:6][c:7]1[CH3:8]. Reactants: Br, CCCCCC=C1CCCC1=O. Reaction SMILES: [Br:13].[CH:1]([CH2:2][CH2:3][CH2:4][CH2:5][CH3:6])=[C:7]1[C:8](=[O:12])[CH2:9][CH2:10][CH2:11]1>>[CH2:1]([CH2:2][CH2:3][CH2:4][CH2:5][CH3:6])[C:7]1=[CH:11][CH2:10][CH2:9][C:8]1=[O:12]. Yields the product CCCCCCC1=CCCC1=O. The reactants are C(C1=CC=CC=C1)OC1=C(N=C2N(CC3CCN2CC3)C1=O)C(=O)OCC (ethyl 3-(benzyloxy)-4-oxo-6,7,8,9-tetrahydro-4H-7,10-ethanopyrimido[1,2-a][1,3]diazepine-2-carboxylate), O[Li].O (LiOH.H2O), Cl (HCl). Solvent: C(C)O (ethanol), O (water). Reaction conditions: time 6 hour. Product: C(C1=CC=CC=C1)OC1=C(N=C2N(CC3CCN2CC3)C1=O)C(=O)O (3-(Benzyloxy)-4-oxo-6,7,8,9-tetrahydro-4H-7,10-ethanopyrimido[1,2-a][1,3]diazepine-2-carboxylic acid). Yield: 89.1%. Reaction SMILES: [CH2:1]([O:8][C:9]1[C:21](=[O:22])[N:13]2[CH2:14][CH:15]3[CH2:20][CH2:19][N:18]([C:12]2=[N:11][C:10]=1[C:23]([O:25]CC)=[O:24])[CH2:17][CH2:16]3)[C:2]1[CH:7]=[CH:6][CH:5]=[CH:4][CH:3]=1.O[Li].O.Cl>C(O)C.O>[CH2:1]([O:8][C:9]1[C:21](=[O:22])[N:13]2[CH2:14][CH:15]3[CH2:16][CH2:17][N:18]([C:12]2=[N:11][C:10]=1[C:23]([OH:25])=[O:24])[CH2:19][CH2:20]3)[C:2]1[CH:3]=[CH:4][CH:5]=[CH:6][CH:7]=1 |f:1.2|. Procedure details: A mixture of ethyl 3-(benzyloxy)-4-oxo-6,7,8,9-tetrahydro-4H-7,10-ethanopyrimido[1,2-a][1,3]diazepine-2-carboxylate (0.5491 g, 1.486 mmol) and LiOH.H2O (0.071 g, 2.97 mmol) in ethanol (12 mL) and water (3.00 mL) was stirred at room temperature for 6 h. The mixture was acidified with concentrated HCl and the product was extracted with ethyl acetate. The organic phase was washed with brine, then dried (Na2SO4), filtered and concentrated to give the title compound as a white solid (0.4521 g, 89% yi... Starting materials: COC(CCC(=O)C1=CC=C(C=C1)CCCCN1C=NC=C1)=O (4-{4-[4-(1-imidazolyl)-butyl]-phenyl}-4-oxo-butyric acid methyl ester), [OH-].[Na+] (sodium hydroxide). The solvent is CO (methanol), O (water), CO (methanol). Reaction conditions: time 24 hour. Product: N1(C=NC=C1)CCCCC1=CC=C(C=C1)C(CCC(=O)O)=O (4-{4-[4-(1-Imidazolyl)-butyl]phenyl}-4-oxo-butyric acid). Reaction SMILES: C[O:2][C:3](=[O:23])[CH2:4][CH2:5][C:6]([C:8]1[CH:13]=[CH:12][C:11]([CH2:14][CH2:15][CH2:16][CH2:17][N:18]2[CH:22]=[CH:21][N:20]=[CH:19]2)=[CH:10][CH:9]=1)=[O:7].[OH-].[Na+]>CO.O>[N:18]1([CH2:17][CH2:16][CH2:15][CH2:14][C:11]2[CH:12]=[CH:13][C:8]([C:6](=[O:7])[CH2:5][CH2:4][C:3]([OH:23])=[O:2])=[CH:9][CH:10]=2)[CH:22]=[CH:21][N:20]=[CH:19]1 |f:1.2|. Procedure: 15 g of 4-{4-[4-(1-imidazolyl)-butyl]-phenyl}-4-oxo-butyric acid methyl ester are dissolved in 180 ml of methanol, and 2.3 g of sodium hydroxide, dissolved in a little methanol, are added. The mixture is stirred at room temperature for 24 hours, the solvent is stripped off and the residue is taken up in water. The solution is extracted several times with chloroform and the chloroform phase is discarded. The aqueous solution is adjusted to about pH 6 with dilute hydrochloric acid and the solid wh... Starting materials: NC1[C@@H]2N(C(=C(CS2)CCl)C(=O)OC(C2=CC=CC=C2)C2=CC=CC=C2)C1=O (benzhydryl 7-amino-3-chloromethyl-3-cephem-4-carboxylate), P(=O)(Cl)(Cl)Cl (phosphorus oxychloride), CN(C=O)C (N,N-dimethylformamide), CON=C(C(=O)O)C=1N=C(SC1)NC(C1=CC=CC=C1)(C1=CC=CC=C1)C1=CC=CC=C1 (2-methoxyimino-2-(2-tritylaminothiazol-4-yl)acetic acid). The solvent is C(C)(=O)OCC (ethyl acetate), C(Cl)Cl (methylene chloride). Run at temperature 0 celsius, time 15 minute. Yields the product ClCC=1CS[C@H]2N(C1C(=O)OC(C1=CC=CC=C1)C1=CC=CC=C1)C(C2NC(C(C=2N=C(SC2)NC(C2=CC=CC=C2)(C2=CC=CC=C2)C2=CC=CC=C2)=NOC)=O)=O (benzhydryl 3-chloromethyl-7-[2-methoxyimino-2-(2-tritylaminothiazol-4-yl)acetamido]-3-cephem-4-carboxylate). The yield is 92.9%. RXN SMILES: P(Cl)(Cl)(Cl)=O.CN(C)C=O.[CH3:11][O:12][N:13]=[C:14]([C:18]1[N:19]=[C:20]([NH:23][C:24]([C:37]2[CH:42]=[CH:41][CH:40]=[CH:39][CH:38]=2)([C:31]2[CH:36]=[CH:35][CH:34]=[CH:33][CH:32]=2)[C:25]2[CH:30]=[CH:29][CH:28]=[CH:27][CH:26]=2)[S:21][CH:22]=1)[C:15](O)=[O:16].[NH2:43][CH:44]1[C:69](=[O:70])[N:46]2[C:47]([C:53]([O:55][CH:56]([C:63]3[CH:68]=[CH:67][CH:66]=[CH:65][CH:64]=3)[C:57]3[CH:62]=[CH:61][CH:60]=[CH:59][CH:58]=3)=[O:54])=[C:48]([CH2:51][Cl:52])[CH2:49][S:50][C@H:45]12>C(Cl)Cl.C(OCC)(=O)C>[Cl:52][CH2:51][C:48]1[CH2:49][S:50][C@@H:45]2[CH:44]([NH:43][C:15](=[O:16])[C:14](=[N:13][O:12][CH3:11])[C:18]3[N:19]=[C:20]([NH:23][C:24]([C:31]4[CH:32]=[CH:33][CH:34]=[CH:35][CH:36]=4)([C:37]4[CH:42]=[CH:41][CH:40]=[CH:39][CH:38]=4)[C:25]4[CH:26]=[CH:27][CH:28]=[CH:29][CH:30]=4)[S:21][CH:22]=3)[C:69](=[O:70])[N:46]2[C:47]=1[C:53]([O:55][CH:56]([C:57]1[CH:62]=[CH:61][CH:60]=[CH:59][CH:58]=1)[C:63]1[CH:64]=[CH:65][CH:66]=[CH:67][CH:68]=1)=[O:54]. Procedure: 6.35 ml (68 mmol) of phosphorus oxychloride was added to 20 ml of dry ethyl acetate. 5.28 ml (68 mmol) of N,N-dimethylformamide was dropwise added thereto at 0° C., and the mixture was stirred at the same temperature for 15 minutes. To this solution, 180 ml of dry methylene chloride was added. 25.2 g (57 mmol) of 2-methoxyimino-2-(2-tritylaminothiazol-4-yl)acetic acid (syn-isomer) was added thereto at 0° C., and the mixture was stirred for 30 minutes. Then, to this solution, 23.6 g (57 mmol) of ... Starting materials: NC=O, O=CO, NNc1ccnc2c(NC(=O)c3c(Cl)cccc3Cl)cccc12. The product is O=CNNc1ccnc2c(NC(=O)c3c(Cl)cccc3Cl)cccc12. Reaction SMILES: [CH:24](=[O:25])[NH2:26].[CH:27]([OH:28])=[O:29].[Cl:1][c:2]1[c:3]([C:4](=[O:5])[NH:6][c:7]2[cH:8][cH:9][cH:10][c:11]3[c:12]([NH:17][NH2:18])[cH:13][cH:14][n:15][c:16]23)[c:19]([Cl:23])[cH:20][cH:21][cH:22]1>>[Cl:1][c:2]1[c:3]([C:4](=[O:5])[NH:6][c:7]2[cH:8][cH:9][cH:10][c:11]3[c:12]([NH:17][NH:18][CH:24]=[O:25])[cH:13][cH:14][n:15][c:16]23)[c:19]([Cl:23])[cH:20][cH:21][cH:22]1.